From a dataset of the Open Reaction Database (ORD), a public repository of structured organic reaction records. describe an organic reaction: reactants, conditions, products, and yield The reactants are CCOc1ccc([N+](=O)[O-])cc1I, CCO, [Cl-], [Fe], [NH4+], O. Yields the product CCOc1ccc(N)cc1I. Reaction SMILES: [CH2:3]([CH3:4])[O:5][c:6]1[c:7]([I:15])[cH:8][c:9]([N+:12]([O-:13])=[O:14])[cH:10][cH:11]1.[CH3:16][CH2:17][OH:18].[Cl-:1].[Fe:20].[NH4+:2].[OH2:19]>>[CH2:3]([CH3:4])[O:5][c:6]1[c:7]([I:15])[cH:8][c:9]([NH2:12])[cH:10][cH:11]1. Reactants: COC1=CC=C(C=C1)CCN (2-(4-methoxy-phenyl)-ethylamine), C(C)OC(=O)C=1C(C2=C(N=C(N=C2)S(=O)(=O)C)N(C1)C1CCCCC1)=O (8-cyclohexyl-2-methanesulfonyl-5-oxo-5,8-dihydro-pyrido[2,3-d]pyrimidine-6-carboxylic acid ethyl ester). Product: C(C)OC(=O)C=1C(C2=C(N=C(N=C2)NCCC2=CC=C(C=C2)OC)N(C1)C1CCCCC1)=O (8-Cyclohexyl-5-oxo-2-[2-(4-methoxy-phenyl)-ethylamino]-5,8-dihydro-pyrido[2,3-d]pyrimidine-6-carboxylic acid ethyl ester), solid. Isolated yield 85.0%. RXN SMILES: [CH3:1][O:2][C:3]1[CH:8]=[CH:7][C:6]([CH2:9][CH2:10][NH2:11])=[CH:5][CH:4]=1.[CH2:12]([O:14][C:15]([C:17]1[C:18](=[O:37])[C:19]2[CH:24]=[N:23][C:22](S(C)(=O)=O)=[N:21][C:20]=2[N:29]([CH:31]2[CH2:36][CH2:35][CH2:34][CH2:33][CH2:32]2)[CH:30]=1)=[O:16])[CH3:13]>>[CH2:12]([O:14][C:15]([C:17]1[C:18](=[O:37])[C:19]2[CH:24]=[N:23][C:22]([NH:11][CH2:10][CH2:9][C:6]3[CH:7]=[CH:8][C:3]([O:2][CH3:1])=[CH:4][CH:5]=3)=[N:21][C:20]=2[N:29]([CH:31]2[CH2:36][CH2:35][CH2:34][CH2:33][CH2:32]2)[CH:30]=1)=[O:16])[CH3:13]. Procedure: Using the procedure outlined in Example 28 Step F, the title compound was prepared from 2-(4-methoxy-phenyl)-ethylamine and 8-cyclohexyl-2-methanesulfonyl-5-oxo-5,8-dihydro-pyrido[2,3-d]pyrimidine-6-carboxylic acid ethyl ester (from Example 35 (Step E), 35 mg, 0.09 mmol). 8-Cyclohexyl-5-oxo-2-[2-(4-methoxy-phenyl)-ethylamino]-5,8-dihydro-pyrido[2,3-d]pyrimidine-6-carboxylic acid ethyl ester was obtained as a white solid (30 mg, 85%). Mass Spectrum (LCMS, ESI pos.) Calcd. For C25H30N4O4: 451.23 (... Reactants: O=Cc1ccccc1, [Na+], [Na+], O=S([O-])S(=O)(=O)[O-]. The product is O=Cc1ccccc1, [Na+], O=S([O-])O. Reaction SMILES: [CH:10](=[O:11])[c:12]1[cH:13][cH:14][cH:15][cH:16][cH:17]1.[Na+:8].[Na+:9].[S:1](=[O:2])(=[O:3])([O-:4])[S:5]([O-:6])=[O:7]>>[CH:10](=[O:11])[c:12]1[cH:13][cH:14][cH:15][cH:16][cH:17]1.[Na+:8].[S:1](=[O:2])([O-:3])[OH:4].